From a dataset of the Open Reaction Database (ORD), a public repository of structured organic reaction records. describe an organic reaction: reactants, conditions, products, and yield Starting materials: FC(C(=O)O)(F)F (trifluoroacetic acid), COC=1C=C2CC(CSC2=CC1)=O (6-methoxythiochroman-3-one), C(CC)NCCC(=O)OC (methyl 3-(propylamino)-propionate), FC(C(=O)O)(F)F (trifluoroacetic acid). Solvent: C1(=CC=CC=C1)C (toluene). The product is COC=1C=CC2=C(C1)C1=C(N(CCC1=O)CCC)CS2 (9-methoxy-4-propyl-1,2,3,5-tetrahydro-4H-[1]-benzothiopyrano[3,4-b]pyridin-1-one). RXN SMILES: [CH3:1][O:2][C:3]1[CH:4]=[C:5]2[C:10](=[CH:11][CH:12]=1)[S:9][CH2:8][C:7](=O)[CH2:6]2.[CH2:14]([NH:17][CH2:18][CH2:19][C:20](OC)=[O:21])[CH2:15][CH3:16].FC(F)(F)C(O)=O>C1(C)C=CC=CC=1>[CH3:1][O:2][C:3]1[CH:12]=[CH:11][C:10]2[S:9][CH2:8][C:7]3[N:17]([CH2:14][CH2:15][CH3:16])[CH2:18][CH2:19][C:20](=[O:21])[C:6]=3[C:5]=2[CH:4]=1. Procedure details: The starting material is prepared as follows: A mixture of 7.5 g 6-methoxythiochroman-3-one [J. Org. Chem. 34, 1566 (1969)], 5.8 g of methyl 3-(propylamino)-propionate and 0.8 ml of trifluoroacetic acid in 80 ml of toluene is heated under reflux for 22 hours in a Dean Stark apparatus. Additional 0.8 ml portions of trifluoroacetic acid are added after 2, 5, and 16 hours. The solvent is removed, the residue is taken up in ether and the product is extracted with 3N hydrochlorid acid. After neutrali... Starting materials: CC#N, CC(=O)c1ccc(OCCCCl)c(O)c1, Fc1ccc2c(C3CCNCC3)noc2c1, [Na+], O=C([O-])O, O. Product: CC(=O)c1ccc(OCCCN2CCC(c3noc4cc(F)ccc34)CC2)c(O)c1. RXN SMILES: [CH3:37][C:38]#[N:39].[Cl:22][CH2:23][CH2:24][CH2:25][O:26][c:27]1[c:28]([OH:36])[cH:29][c:30]([C:33]([CH3:34])=[O:35])[cH:31][cH:32]1.[F:1][c:2]1[cH:3][c:4]2[c:5]([c:6]([CH:9]3[CH2:10][CH2:11][NH:12][CH2:13][CH2:14]3)[n:7][o:8]2)[cH:15][cH:16]1.[Na+:21].[O-:17][C:18]([OH:19])=[O:20].[OH2:40]>>[F:1][c:2]1[cH:3][c:4]2[c:5]([c:6]([CH:9]3[CH2:10][CH2:11][N:12]([CH2:23][CH2:24][CH2:25][O:26][c:27]4[c:28]([OH:36])[cH:29][c:30]([C:33]([CH3:34])=[O:35])[cH:31][cH:32]4)[CH2:13][CH2:14]3)[n:7][o:8]2)[cH:15][cH:16]1. Starting materials: CCN(CC)CCNC(=O)c1ccc(N)cc1, CS(C)=O, CC(C)=O, [Cl-], [H+], O=C(O)CCn1cnc2c(=O)[nH]cnc21. Product: Cl, CCN(CC)CCNC(=O)c1ccc(NC(=O)CCn2cnc3c(=O)[nH]cnc32)cc1. As a reaction SMILES: [CH3:18][CH2:19][N:20]([CH2:21][CH3:22])[CH2:23][CH2:24][NH:25][C:26](=[O:27])[c:28]1[cH:29][cH:30][c:31]([NH2:32])[cH:33][cH:34]1.[CH3:35][S:36]([CH3:37])=[O:38].[CH3:39][C:40](=[O:41])[CH3:42].[Cl-:17].[H+:16].[O:1]=[c:2]1[c:3]2[n:4][cH:5][n:6]([CH2:11][CH2:12][C:13](=[O:14])[OH:15])[c:7]2[n:8][cH:9][nH:10]1>>[ClH:17].[O:1]=[c:2]1[c:3]2[n:4][cH:5][n:6]([CH2:11][CH2:12][C:13](=[O:15])[NH:32][c:31]3[cH:30][cH:29][c:28]([C:26]([NH:25][CH2:24][CH2:23][N:20]([CH2:19][CH3:18])[CH2:21][CH3:22])=[O:27])[cH:34][cH:33]3)[c:7]2[n:8][cH:9][nH:10]1. The reactants are ClC=1C=C(C=CC1Cl)[C@]1(CCC(NC1)=O)CC1OCCO1 ((5S)-5-(3,4-dichlorophenyl)-5-(1,3-dioxolan-2-ylmethyl)-2-piperidinone), C([O-])([O-])=O.[K+].[K+] (potassium carbonate), BrC1=NC(=CC=C1)C (2-bromo-6-methylpyridine). Reagents/catalysts: [Cu]I (copper (I) iodide). The solvent is CN1C(CCC1)=O (1-methyl-2-pyrrolidinone). Conditions: temperature 140 celsius, time 24 hour. Yields the product ClC=1C=C(C=CC1Cl)[C@]1(CCC(N(C1)C1=NC(=CC=C1)C)=O)CC1OCCO1 ((5S)-5-(3,4-Dichlorophenyl)-5-(1,3-dioxolan-2-ylmethyl)-1-(6-methyl-2-pyridinyl)-2-piperidinone). RXN SMILES: [Cl:1][C:2]1[CH:3]=[C:4]([C@:9]2([CH2:16][CH:17]3[O:21][CH2:20][CH2:19][O:18]3)[CH2:14][NH:13][C:12](=[O:15])[CH2:11][CH2:10]2)[CH:5]=[CH:6][C:7]=1[Cl:8].C(=O)([O-])[O-].[K+].[K+].Br[C:29]1[CH:34]=[CH:33][CH:32]=[C:31]([CH3:35])[N:30]=1>CN1CCCC1=O.[Cu]I>[Cl:1][C:2]1[CH:3]=[C:4]([C@:9]2([CH2:16][CH:17]3[O:21][CH2:20][CH2:19][O:18]3)[CH2:14][N:13]([C:29]3[CH:34]=[CH:33][CH:32]=[C:31]([CH3:35])[N:30]=3)[C:12](=[O:15])[CH2:11][CH2:10]2)[CH:5]=[CH:6][C:7]=1[Cl:8] |f:1.2.3|. Procedure details: A mixture of (5S)-5-(3,4-dichlorophenyl)-5-(1,3-dioxolan-2-ylmethyl)-2-piperidinone (WO 9807722) (6.5 g, 19.7 mmol), potassium carbonate (3.05 g, 21.7 mmol), copper (I) iodide (400 mg, 2.1 mmol) and 2-bromo-6-methylpyridine (10.2 g, 60 mmol) in 1-methyl-2-pyrrolidinone (200 ml) was stirred at 140° C. for 24 hours. The cooled mixture was partitioned between ethyl acetate and 10% aqueous ammonia, and the layers separated. The aqueous phase was extracted with ethyl acetate, and the combined organic... Run in CN(C)C=O (DMF), O (water). Product: C(C1=CC=CC=C1)OC1=C(C=C(C(=O)OC)C=C1)C1=CCCC1(C)C (Methyl 4-(benzyloxy)-3-(5,5-dimethylcyclopent-1-enyl)benzoate). Reaction SMILES: [CH2:1]([O:8][C:9]1[CH:18]=[CH:17][C:12]([C:13]([O:15][CH3:16])=[O:14])=[CH:11][C:10]=1Br)[C:2]1[CH:7]=[CH:6][CH:5]=[CH:4][CH:3]=1.COC1C=CC=C(OC)[C:27]=1[C:28]1[CH:29]=[CH:30][CH:31]=[CH:32][C:33]=1P(C1CCCCC1)C1CCCCC1.P([O-])([O-])([O-])=O.[K+].[K+].[K+].CC1(C)C(B2OC(C)(C)C(C)(C)O2)=CCC1>CN(C=O)C.O.C([O-])(=O)C.[Pd+2].C([O-])(=O)C>[CH2:1]([O:8][C:9]1[CH:18]=[CH:17][C:12]([C:13]([O:15][CH3:16])=[O:14])=[CH:11][C:10]=1[C:29]1[C:28]([CH3:27])([CH3:33])[CH2:32][CH2:31][CH:30]=1)[C:2]1[CH:7]=[CH:6][CH:5]=[CH:4][CH:3]=1 |f:2.3.4.5,9.10.11|. Run at temperature 75 celsius, time 21 hour. Procedure: A stirred mixture of T18.3 (3.75 g, 11.66 mmol), ground S-Phos (0.96 g, 2.33 mmol), palladium acetate (0.26 g, 1.17 mmol), and potassium phosphate, tribasic (6.19 g, 29.17 mmol) in DMF (28.0 mL) and water (1.50 mL) was purged three times with argon and placed under vacuum three times. Before heating, 2-(5,5-dimethylcyclopent-1-enyl)-4,4,5,5-tetramethyl-1,3,2-dioxaborolane (T2.2) (3.11 g, 13.99 mmol) was added via syringe, then the mixture was heated to 75° C. After 21 hours (black solution), the... Reagents/catalysts: C(C)(=O)[O-].[Pd+2].C(C)(=O)[O-] (palladium acetate). Yield: 386.5%. The reactants are CC1(CCC=C1B1OC(C(O1)(C)C)(C)C)C (2-(5,5-dimethylcyclopent-1-enyl)-4,4,5,5-tetramethyl-1,3,2-dioxaborolane), C(C1=CC=CC=C1)OC1=C(C=C(C(=O)OC)C=C1)Br (Methyl 4-(benzyloxy)-3-bromobenzoate), COC=1C=CC=C(C1C=2C=CC=CC2P(C3CCCCC3)C4CCCCC4)OC (S-Phos), P(=O)([O-])([O-])[O-].[K+].[K+].[K+] (potassium phosphate).